From a dataset of the Open Reaction Database (ORD), a public repository of structured organic reaction records. describe an organic reaction: reactants, conditions, products, and yield Starting materials: Cl (hydrogen chloride), C(C)(=O)S[C@H]1C[C@@H](N(C1)C(=O)OCC1=CC=C(C=C1)[N+](=O)[O-])C(=O)N1CCN(CC1)CCOC(=O)OCC1=CC=C(C=C1)[N+](=O)[O-] ((2R,4S)-4-acetylthio-2-{4-[2-(4-nitrobenzyloxycarbonyl)oxyethyl]-1-piperazinylcarbonyl}-1-(4-nitrobenzyloxycarbonyl)pyrrolidine). Conditions: time 1 hour. Yields the product S[C@H]1C[C@@H](N(C1)C(=O)OCC1=CC=C(C=C1)[N+](=O)[O-])C(=O)N1CCN(CC1)CCOC(=O)OCC1=CC=C(C=C1)[N+](=O)[O-] ((2R,4S)-4-Mercapto-2-{4-[2-(4-nitrobenzyloxycarbonyl)oxyethyl]-1-piperazinylcarbonyl}-1-(4-nitrobenzyloxycarbonyl)pyrrolidine). Yield: 60.5%. RXN SMILES: Cl.C([S:5][C@@H:6]1[CH2:10][N:9]([C:11]([O:13][CH2:14][C:15]2[CH:20]=[CH:19][C:18]([N+:21]([O-:23])=[O:22])=[CH:17][CH:16]=2)=[O:12])[C@@H:8]([C:24]([N:26]2[CH2:31][CH2:30][N:29]([CH2:32][CH2:33][O:34][C:35]([O:37][CH2:38][C:39]3[CH:44]=[CH:43][C:42]([N+:45]([O-:47])=[O:46])=[CH:41][CH:40]=3)=[O:36])[CH2:28][CH2:27]2)=[O:25])[CH2:7]1)(=O)C>>[SH:5][C@@H:6]1[CH2:10][N:9]([C:11]([O:13][CH2:14][C:15]2[CH:16]=[CH:17][C:18]([N+:21]([O-:23])=[O:22])=[CH:19][CH:20]=2)=[O:12])[C@@H:8]([C:24]([N:26]2[CH2:27][CH2:28][N:29]([CH2:32][CH2:33][O:34][C:35]([O:37][CH2:38][C:39]3[CH:40]=[CH:41][C:42]([N+:45]([O-:47])=[O:46])=[CH:43][CH:44]=3)=[O:36])[CH2:30][CH2:31]2)=[O:25])[CH2:7]1. Procedure: 40 ml of a 10% w/v methanolic solution of hydrogen chloride were added to a solution of 1.0 g of (2R,4S)-4-acetylthio-2-{4-[2-(4-nitrobenzyloxycarbonyl)oxyethyl]-1-piperazinylcarbonyl}-1-(4-nitrobenzyloxycarbonyl)pyrrolidine [prepared as described in step (ii) above] in 10 ml of 1,4-dixoane, and the resulting mixture was stirred at 50° C. to 52° C. for 1 hour. At the end of this time, the reaction mixture was concentrated by evaporation under reduced pressure, and the concentrate was diluted wit... Yields the product N#Cc1ccc(C(=O)CCCCCl)cc1. RXN SMILES: [C:1]([CH3:2])(=[O:3])[c:4]1[cH:5][cH:6][c:7]([C:8]#[N:9])[cH:10][cH:11]1.[CH3:12][Si:13]([N-:14][Si:15]([CH3:16])([CH3:17])[CH3:18])([CH3:19])[CH3:20].[Cl:22][CH2:23][CH2:24][CH2:25][I:26].[Li+:21].[O:28]1[CH2:29][CH2:30][CH2:31][CH2:32]1.[OH2:27]>>[C:1]([CH2:2][CH2:25][CH2:24][CH2:23][Cl:22])(=[O:3])[c:4]1[cH:5][cH:6][c:7]([C:8]#[N:9])[cH:10][cH:11]1. Reactants: CC(=O)c1ccc(C#N)cc1, C[Si](C)(C)[N-][Si](C)(C)C, ClCCCI, [Li+], C1CCOC1, O. Starting materials: C(C)(C)(C)C1=CN(/C(/S1)=N/C(C1=C(C=CC(=C1)Cl)OC)=O)C[C@H]1N(CCC1)C(=O)OC(C)(C)C ((S,Z)-tert-butyl 2-((5-tert-butyl-2-(5-chloro-2-methoxybenzoylimino)thiazol-3(2H)-yl)methyl)pyrrolidine-1-carboxylate), Cl (hydrogen chloride), O1CCOCC1 (dioxane). The solvent is CO (methanol). Run at time 12 hour. Yields the product C(C)(C)(C)C1=CN(/C(/S1)=N/C(C1=C(C=CC(=C1)Cl)OC)=O)C[C@H]1NCCC1 (N-[(2Z)-5-tert-butyl-3-[(2S)-pyrrolidin-2-ylmethyl]-1,3-thiazol-2(3H)-ylidene]-5-chloro-2-methoxybenzamide), hydrogen chloride salt. Reaction SMILES: [C:1]([C:5]1[S:9]/[C:8](=[N:10]\[C:11](=[O:21])[C:12]2[CH:17]=[C:16]([Cl:18])[CH:15]=[CH:14][C:13]=2[O:19][CH3:20])/[N:7]([CH2:22][C@@H:23]2[CH2:27][CH2:26][CH2:25][N:24]2C(OC(C)(C)C)=O)[CH:6]=1)([CH3:4])([CH3:3])[CH3:2].Cl.O1CCOCC1>CO>[C:1]([C:5]1[S:9]/[C:8](=[N:10]\[C:11](=[O:21])[C:12]2[CH:17]=[C:16]([Cl:18])[CH:15]=[CH:14][C:13]=2[O:19][CH3:20])/[N:7]([CH2:22][C@@H:23]2[CH2:27][CH2:26][CH2:25][NH:24]2)[CH:6]=1)([CH3:4])([CH3:2])[CH3:3]. Reported procedure: To a solution of Example 29B (140 mg, 0.28 mmol.) in methanol (2 mL) was added hydrogen chloride in dioxane (0.5 mL, 2.000 mmol) and stirred for 12 hr. The solvent was removed under reduced pressure and the residue recrystallized from methanol:diethyl ether to provide the title compound as a hydrogen chloride salt. 1H NMR (300 MHz, DMSO-d6) δ ppm 1.33 (s, 9H) 1.68-1.79 (m, 1H) 1.87-2.01 (m, 2H) 2.03-2.12 (m, 1H) 3.14-3.28 (m, 2H) 3.81 (s, 3H) 3.93-4.06 (m, 1H) 4.47 (d, J=6.44 Hz, 2H) 7.14 (d, J=... The reactants are [Na+], [OH-], CCOC(=O)c1c(C)nc2c(C(F)(F)F)cccc2c1O. Yields the product Cc1nc2c(C(F)(F)F)cccc2c(O)c1C(=O)O. RXN SMILES: [Na+:23].[OH-:22].[OH:1][c:2]1[c:3]([C:17](=[O:18])[O:19][CH2:20][CH3:21])[c:4]([CH3:16])[n:5][c:6]2[c:7]([C:12]([F:13])([F:14])[F:15])[cH:8][cH:9][cH:10][c:11]12>>[OH:1][c:2]1[c:3]([C:17](=[O:18])[OH:19])[c:4]([CH3:16])[n:5][c:6]2[c:7]([C:12]([F:13])([F:14])[F:15])[cH:8][cH:9][cH:10][c:11]12. The reactants are C(C(C)(C)C)(=O)OC[C@H](C=1C(=C2C=CC(=NC2=CC1C)N1CCOCC1)C1=CC=C(C=C1)Cl)OC(C)(C)C ((S)-2-tert-butoxy-2-(5-(4-chlorophenyl)-7-methyl-2-morpholinoquinolin-6-yl)ethyl pivalate), C(C)(C)(C)O[C@H](CO)C=1C(=C2C=CC=3N(C2=CC1C)C=NN3)C3=CC=C(C=C3)Cl ((S)-2-tert-butoxy-2-(6-(4-chlorophenyl)-8-methyl-[1,2,4]triazolo[4,3-a]quinolin-7-yl)ethanol), C(C)(C)(C)O[C@H](CO)C=1C(=C2C=CC(=NC2=CC1C)N1CCOCC1)C1=CC=C(C=C1)Cl ((S)-2-tert-butoxy-2-(5-(4-chlorophenyl)-7-methyl-2-morpholinoquinolin-6-yl)ethanol). Yields the product C(C)(C)(C)O[C@H](C(=O)O)C=1C(=C2C=CC=3N(C2=CC1C)C=NN3)C3=CC=C(C=C3)Cl ((S)-2-tert-butoxy-2-(6-(4-chlorophenyl)-8-methyl-[1,2,4]triazolo[4,3-a]quinolin-7-yl)acetic acid). RXN SMILES: C(OC[C@@H](OC(C)(C)C)C1C(C2C=CC(Cl)=CC=2)=C2C(=CC=1C)N=C(N1CCOCC1)C=C2)(=[O:6])C(C)(C)C.[C:39]([O:43][C@@H:44]([C:47]1[C:48]([C:61]2[CH:66]=[CH:65][C:64]([Cl:67])=[CH:63][CH:62]=2)=[C:49]2[C:54](=[CH:55][C:56]=1[CH3:57])[N:53]1[CH:58]=[N:59][N:60]=[C:52]1[CH:51]=[CH:50]2)[CH2:45][OH:46])([CH3:42])([CH3:41])[CH3:40].C(O[C@@H](C1C(C2C=CC(Cl)=CC=2)=C2C(=CC=1C)N=C(N1CCOCC1)C=C2)CO)(C)(C)C>>[C:39]([O:43][C@@H:44]([C:47]1[C:48]([C:61]2[CH:66]=[CH:65][C:64]([Cl:67])=[CH:63][CH:62]=2)=[C:49]2[C:54](=[CH:55][C:56]=1[CH3:57])[N:53]1[CH:58]=[N:59][N:60]=[C:52]1[CH:51]=[CH:50]2)[C:45]([OH:6])=[O:46])([CH3:42])([CH3:40])[CH3:41]. Procedure details: (S)-2-tert-butoxy-2-(6-(4-chlorophenyl)-8-methyl-[1,2,4]triazolo[4,3-a]quinolin-7-yl)acetic acid was prepared in a similar manner as compound ((S)-2-tert-butoxy-2-(5-(4-chlorophenyl)-7-methyl-2-morpholinoquinolin-6-yl)acetic acid of Example 29 except using (S)-2-tert-butoxy-2-(6-(4-chlorophenyl)-8-methyl-[1,2,4]triazolo[4,3-a]quinolin-7-yl)ethanol instead of ((S)-2-tert-butoxy-2-(5-(4-chlorophenyl)-7-methyl-2-morpholinoquinolin-6-yl)ethanol. 1H-NMR 400 MHz (CD3OD) δ 9.95 (s, 1 H), 8.34 (s, 1 H),... The reactants are Brc1ccc2[nH]c3ccccc3c2c1, O=C([O-])[O-], ClCCl, [K+], [K+], CN(C)C=O, O, [Pd], OB(O)c1ccccc1, c1ccc(P(c2ccccc2)c2ccccc2)cc1, c1ccc(P(c2ccccc2)c2ccccc2)cc1, c1ccc(P(c2ccccc2)c2ccccc2)cc1, c1ccc(P(c2ccccc2)c2ccccc2)cc1. Yields the product c1ccc(-c2ccc3[nH]c4ccccc4c3c2)cc1. Reaction SMILES: [Br:1][c:2]1[cH:3][cH:4][c:5]2[nH:6][c:7]3[cH:8][cH:9][cH:10][cH:11][c:12]3[c:13]2[cH:14]1.[C:16](=[O:17])([O-:18])[O-:19].[Cl:113][CH2:114][Cl:115].[K+:20].[K+:21].[O:31]=[CH:32][N:33]([CH3:34])[CH3:35].[OH2:15].[Pd:36].[c:22]1([B:28]([OH:29])[OH:30])[cH:23][cH:24][cH:25][cH:26][cH:27]1.[c:37]1([P:38]([c:39]2[cH:40][cH:41][cH:42][cH:43][cH:44]2)[c:45]2[cH:46][cH:47][cH:48][cH:49][cH:50]2)[cH:51][cH:52][cH:53][cH:54][cH:55]1.[c:56]1([P:57]([c:58]2[cH:59][cH:60][cH:61][cH:62][cH:63]2)[c:64]2[cH:65][cH:66][cH:67][cH:68][cH:69]2)[cH:70][cH:71][cH:72][cH:73][cH:74]1.[c:75]1([P:76]([c:77]2[cH:78][cH:79][cH:80][cH:81][cH:82]2)[c:83]2[cH:84][cH:85][cH:86][cH:87][cH:88]2)[cH:89][cH:90][cH:91][cH:92][cH:93]1.[c:94]1([P:95]([c:96]2[cH:97][cH:98][cH:99][cH:100][cH:101]2)[c:102]2[cH:103][cH:104][cH:105][cH:106][cH:107]2)[cH:108][cH:109][cH:110][cH:111][cH:112]1>>[c:2]1(-[c:22]2[cH:23][cH:24][cH:25][cH:26][cH:27]2)[cH:3][cH:4][c:5]2[nH:6][c:7]3[cH:8][cH:9][cH:10][cH:11][c:12]3[c:13]2[cH:14]1. Reactants: CC(C)(C)OC(=O)NCC(O)c1ccc(F)cc1Br, C1CCOC1, ClCCl, [K+], [OH-], Cc1ccc(S(=O)(=O)Cl)cc1. Yields the product CC(C)(C)OC(=O)N1CC1c1ccc(F)cc1Br. As a reaction SMILES: [Br:3][c:4]1[c:5]([CH:11]([CH2:12][NH:13][C:14]([O:15][C:16]([CH3:17])([CH3:18])[CH3:19])=[O:20])[OH:21])[cH:6][cH:7][c:8]([F:10])[cH:9]1.[CH2:33]1[O:34][CH2:35][CH2:36][CH2:37]1.[Cl:38][CH2:39][Cl:40].[K+:2].[OH-:1].[c:22]1([CH3:23])[cH:24][cH:25][c:26]([S:27]([Cl:28])(=[O:29])=[O:30])[cH:31][cH:32]1>>[Br:3][c:4]1[c:5]([CH:11]2[CH2:12][N:13]2[C:14]([O:15][C:16]([CH3:17])([CH3:18])[CH3:19])=[O:20])[cH:6][cH:7][c:8]([F:10])[cH:9]1. The solvent is C1CCOC1 (THF). Reactants: C1CC1C[C@@](C(O)S)(C)NC(C(F)(F)F)C1=CC=CC=C1 (2(R)-3-cyclopropylmethyl-sulfanyl-2-(2,2,2-trifluoro-1(RS)-phenylethylamino)propan-1-ol), N[C@H](CO)CSCC1CC1 (2(R)-amino-3-cyclopropylmethylsulfanylpropan-1-ol), FC(C(C1=CC=CC=C1)OS(=O)(=O)C(F)(F)F)(F)F (trifluoromethanesulfonic acid 2,2,2-trifluoro-1-phenylethyl ester), CN1CCOCC1 (N-methylmorpholine). Yields the product C1CC1CS[C@@](CO)(C)NC(C(F)(F)F)C1=CC=CC=C1 (2(R)-3-cyclopropylmethylsulfanyl-2-(2,2,2-trifluoro-1 (RS)-phenyl-ethylamino)propan-1-ol). Procedure details: To a stirred solution of 2(R)-amino-3-cyclopropylmethylsulfanylpropan-1-ol (80.5 mg, 0.5 mmol) in anhydrous THF (3 mL) were added activated 4 Å molecular sieves (250 mg) and N-methylmorpholine (51 mg, 0.5 mmol). After stirring for 10 min, trifluoromethanesulfonic acid 2,2,2-trifluoro-1-phenylethyl ester (190.5 mg, 0.5 mmol) was added and the reaction was stirred at room temperature for 2 days. The reaction mixture was filtered and the filtrate was concentrated. The residue was purified by flash ... Conditions: time 10 minute. RXN SMILES: N[C@@H](C[S:6][CH2:7][CH:8]1[CH2:10][CH2:9]1)CO.CN1CCOCC1.FC(F)(F)C(OS(C(F)(F)F)(=O)=O)C1C=CC=CC=1.C1C(C[C@:41]([NH:46][CH:47]([C:52]2[CH:57]=[CH:56][CH:55]=[CH:54][CH:53]=2)[C:48]([F:51])([F:50])[F:49])([CH3:45])[CH:42](S)[OH:43])C1>C1COCC1>[CH2:9]1[CH:8]([CH2:7][S:6][C@:41]([NH:46][CH:47]([C:52]2[CH:53]=[CH:54][CH:55]=[CH:56][CH:57]=2)[C:48]([F:49])([F:50])[F:51])([CH3:45])[CH2:42][OH:43])[CH2:10]1. Reactants: BrCC=CCBr, CCCC[N+](CCCC)(CCCC)CCCC, ClCCl, [Na+], [OH-], O, CN(CC1CCC(CO)CC1)S(=O)(=O)c1ccc(C(F)(F)F)cc1, O=S(=O)([O-])O. The product is CN(CC1CCC(COCC=CCBr)CC1)S(=O)(=O)c1ccc(C(F)(F)F)cc1. Reaction SMILES: [Br:28][CH2:29][CH:30]=[CH:31][CH2:32][Br:33].[CH2:41]([N+:42]([CH2:43][CH2:44][CH2:45][CH3:46])([CH2:47][CH2:48][CH2:49][CH3:50])[CH2:51][CH2:52][CH2:53][CH3:54])[CH2:55][CH2:56][CH3:57].[Cl:25][CH2:26][Cl:27].[Na+:35].[OH-:34].[OH2:58].[OH:1][CH2:2][CH:3]1[CH2:4][CH2:5][CH:6]([CH2:9][N:10]([S:11](=[O:12])(=[O:13])[c:14]2[cH:15][cH:16][c:17]([C:20]([F:21])([F:22])[F:23])[cH:18][cH:19]2)[CH3:24])[CH2:7][CH2:8]1.[S:36]([O-:37])([OH:38])(=[O:39])=[O:40]>>[O:1]([CH2:2][CH:3]1[CH2:4][CH2:5][CH:6]([CH2:9][N:10]([S:11](=[O:12])(=[O:13])[c:14]2[cH:15][cH:16][c:17]([C:20]([F:21])([F:22])[F:23])[cH:18][cH:19]2)[CH3:24])[CH2:7][CH2:8]1)[CH2:32][CH:31]=[CH:30][CH2:29][Br:28].